From a dataset of the Open Reaction Database (ORD), a public repository of structured organic reaction records. describe an organic reaction: reactants, conditions, products, and yield Starting materials: C(C(=O)OCC)(=O)OCC (diethyl oxalate), [K] (potassium), CCO (EtOH), [K] (potassium), COC=1C=C(C(=C(C1)OCCN(C)C)[N+](=O)[O-])C (2-(5-methoxy-3-methyl-2-nitrophenyloxy)-N,N-dimethylethanamine). Run in CCOCC (Et2O), xylenes. Reaction conditions: temperature 100 celsius, time 115 hour. Product: CN(CCOC=1C=C(C=C2C=C(NC12)C(=O)OCC)OC)C (ethyl 7-[2-(dimethylamino)-ethoxy]-5-methoxyindole-2-carboxylate). Isolated yield 18.2%. As a reaction SMILES: [K].CCO.[C:5]([O:12][CH2:13][CH3:14])(=[O:11])[C:6](OCC)=O.[CH3:15][O:16][C:17]1[CH:18]=[C:19]([CH3:32])[C:20]([N+:29]([O-])=O)=[C:21]([O:23][CH2:24][CH2:25][N:26]([CH3:28])[CH3:27])[CH:22]=1>CCOCC>[CH3:28][N:26]([CH3:27])[CH2:25][CH2:24][O:23][C:21]1[CH:22]=[C:17]([O:16][CH3:15])[CH:18]=[C:19]2[C:20]=1[NH:29][C:6]([C:5]([O:12][CH2:13][CH3:14])=[O:11])=[CH:32]2 |^1:0|. Procedure details: A suspension of potassium (0.308 g, 7.87 mmol) in xylenes (6 mL) was heated to 100° C. and stirred rapidly as it was allowed to cool. The xylenes were removed and the potassium was washed with Et2O (×3) and covered with Et2O (10 mL). The mixture was treated with absolute EtOH (1.30 mL, 22.2 mmol) and stirred at reflux until the potassium had dissolved (3 h). The cooled mixture was treated with diethyl oxalate (1.07 mL, 7.87 mmol) then with a solution of the above nitrotoluene (2.00 g, 7.87 mmol)... The reactants are CC1(NC2=CC=C(C=C2C(=C1)C)OS(=O)(=O)C(F)(F)F)C (Trifluoromethanesulfonic acid 2,2,4-trimethyl-1,2-dihydroquinolin-6-yl ester), COC=1C=C(C=CC1)B(O)O (3-methoxyphenylboronic acid), C1(=CC=CC=C1)CCS (2-phenylethanethiol). Product: COC=1C=C(C=CC1)C=1C=C2C(=CC(NC2=CC1)(C)C)CSCCC1=CC=CC=C1 (6-(3-Methoxyphenyl)-2,2-dimethyl-4-phenethylsulfanylmethyl-1,2-dihydroquinoline). As a reaction SMILES: [CH3:1][C:2]1([CH3:21])[CH:11]=[C:10]([CH3:12])[C:9]2[C:4](=[CH:5][CH:6]=[C:7](OS(C(F)(F)F)(=O)=O)[CH:8]=2)[NH:3]1.[CH3:22][O:23][C:24]1[CH:25]=[C:26](B(O)O)[CH:27]=[CH:28][CH:29]=1.[C:33]1([CH2:39][CH2:40][SH:41])[CH:38]=[CH:37][CH:36]=[CH:35][CH:34]=1>>[CH3:22][O:23][C:24]1[CH:25]=[C:26]([C:7]2[CH:8]=[C:9]3[C:4](=[CH:5][CH:6]=2)[NH:3][C:2]([CH3:1])([CH3:21])[CH:11]=[C:10]3[CH2:12][S:41][CH2:40][CH2:39][C:33]2[CH:38]=[CH:37][CH:36]=[CH:35][CH:34]=2)[CH:27]=[CH:28][CH:29]=1. Procedure: Trifluoromethanesulfonic acid 2,2,4-trimethyl-1,2-dihydroquinolin-6-yl ester was coupled with 3-methoxyphenylboronic acid. Bromination and coupling reaction with 2-phenylethanethiol gave 21 mg of the title compound. Yields the product C1(=CC=CC=C1)C1=NOC2=C1C(C(CC2)CCCN2CCCCC2)=O (6,7-Dihydro-3-phenyl-5-[3-(1-piperidinyl) -propyl]-1,2-benzisoxazol-4(5H)-one). The reactants are C(C)(C)N(CC)C(C)C (diisopropylethyl amine), N1CCCCC1 (piperidine), [I-].[Na+] (sodium iodide), ClCCCC1CCC2=C(C(=NO2)C2=CC=CC=C2)C1=O (5-(3-chloropropyl)-6,7-dihydro-3-phenyl-1,2-benzisoxazol-4(5H)-one). Procedure details: To a solution consisting of 5-(3-chloropropyl)-6,7-dihydro-3-phenyl-1,2-benzisoxazol-4(5H)-one (4.00 g) and dimethylformamide (69 ml) was added diisopropylethyl amine (4.81 ml), piperidine (1.50 ml) and sodium iodide (0.62 g) at room temperature with stirring. The reaction was flushed with nitrogen and warmed at 83°-85° C. for 7-8 hours. Upon cooling to room temperature, water and ethyl acetate were added to the reaction mixture. The layers were separated and the aqueous layer extracted twice wi... The solvent is CN(C=O)C (dimethylformamide). Reaction SMILES: Cl[CH2:2][CH2:3][CH2:4][CH:5]1[C:19](=[O:20])[C:9]2[C:10]([C:13]3[CH:18]=[CH:17][CH:16]=[CH:15][CH:14]=3)=[N:11][O:12][C:8]=2[CH2:7][CH2:6]1.C(N(C(C)C)CC)(C)C.[NH:30]1[CH2:35][CH2:34][CH2:33][CH2:32][CH2:31]1.[I-].[Na+]>CN(C)C=O>[C:13]1([C:10]2[C:9]3[C:19](=[O:20])[CH:5]([CH2:4][CH2:3][CH2:2][N:30]4[CH2:35][CH2:34][CH2:33][CH2:32][CH2:31]4)[CH2:6][CH2:7][C:8]=3[O:12][N:11]=2)[CH:18]=[CH:17][CH:16]=[CH:15][CH:14]=1 |f:3.4|. Reaction SMILES: [Cl:1][c:2]1[n:3][cH:4][cH:5][c:6](-[c:8]2[c:9](-[c:17]3[cH:18][c:19]([NH:23][C:24]([C:25]([F:26])([F:27])[F:28])=[O:29])[cH:20][cH:21][cH:22]3)[n:10][n:11]3[c:12]2[cH:13][cH:14][cH:15][cH:16]3)[n:7]1.[Cl:30][CH2:31][CH2:32][O:33][c:34]1[cH:35][c:36]([NH2:37])[cH:38][cH:39][cH:40]1.[ClH:41]>>[c:2]1([NH:37][c:36]2[cH:35][c:34]([O:33][CH2:32][CH2:31][Cl:30])[cH:40][cH:39][cH:38]2)[n:3][cH:4][cH:5][c:6](-[c:8]2[c:9](-[c:17]3[cH:18][c:19]([NH:23][C:24]([C:25]([F:26])([F:27])[F:28])=[O:29])[cH:20][cH:21][cH:22]3)[n:10][n:11]3[c:12]2[cH:13][cH:14][cH:15][cH:16]3)[n:7]1. Yields the product O=C(Nc1cccc(-c2nn3ccccc3c2-c2ccnc(Nc3cccc(OCCCl)c3)n2)c1)C(F)(F)F. Starting materials: O=C(Nc1cccc(-c2nn3ccccc3c2-c2ccnc(Cl)n2)c1)C(F)(F)F, Nc1cccc(OCCCl)c1, Cl. Reactants: [BH4-], CC(=O)[O-], CC(=O)O, CCO, CCOC(C)=O, O=Cc1ccccc1, N#Cc1c(N)nsc1Nc1ccccc1, [Na+], [Na+], O, O, O, O. Product: N#Cc1c(NCc2ccccc2)nsc1Nc1ccccc1. RXN SMILES: [BH4-:1].[C:21]([O-:22])(=[O:23])[CH3:24].[CH3:34][C:35](=[O:36])[OH:37].[CH3:39][CH2:40][OH:41].[CH3:42][CH2:43][O:44][C:45](=[O:46])[CH3:47].[CH:26](=[O:27])[c:28]1[cH:29][cH:30][cH:31][cH:32][cH:33]1.[NH2:3][c:4]1[n:5][s:6][c:7]([NH:11][c:12]2[cH:13][cH:14][cH:15][cH:16][cH:17]2)[c:8]1[C:9]#[N:10].[Na+:25].[Na+:2].[OH2:18].[OH2:19].[OH2:20].[OH2:38]>>[NH:3]([c:4]1[n:5][s:6][c:7]([NH:11][c:12]2[cH:13][cH:14][cH:15][cH:16][cH:17]2)[c:8]1[C:9]#[N:10])[CH2:26][c:28]1[cH:29][cH:30][cH:31][cH:32][cH:33]1. Starting materials: CCNC(=O)c1nc(C(F)(F)F)n2c1CN(C(=O)CC(Cc1cc(F)c(F)cc1F)NC(=O)OC(C)(C)C)CC2, ClCCl, O=C(O)C(F)(F)F. The product is CCNC(=O)c1nc(C(F)(F)F)n2c1CN(C(=O)CC(N)Cc1cc(F)c(F)cc1F)CC2. As a reaction SMILES: [C:1]([O:2][C:3](=[O:4])[NH:7][CH:8]([CH2:9][C:10](=[O:11])[N:12]1[CH2:13][c:14]2[n:15]([c:18]([C:26]([F:27])([F:28])[F:29])[n:19][c:20]2[C:21]([NH:22][CH2:23][CH3:24])=[O:25])[CH2:16][CH2:17]1)[CH2:30][c:31]1[c:32]([F:39])[cH:33][c:34]([F:38])[c:35]([F:37])[cH:36]1)([CH3:5])([CH3:6])[CH3:40].[Cl:48][CH2:49][Cl:50].[OH:41][C:42]([C:43]([F:44])([F:45])[F:46])=[O:47]>>[NH2:7][CH:8]([CH2:9][C:10](=[O:11])[N:12]1[CH2:13][c:14]2[n:15]([c:18]([C:26]([F:27])([F:28])[F:29])[n:19][c:20]2[C:21]([NH:22][CH2:23][CH3:24])=[O:25])[CH2:16][CH2:17]1)[CH2:30][c:31]1[c:32]([F:39])[cH:33][c:34]([F:38])[c:35]([F:37])[cH:36]1. Starting materials: C(C)(=O)O[BH3-].[Na+] (sodium acetoxyborohydride), NC1=CC=CC2=C1N(C(=N2)C(O)C2=C(C=C(C=C2)Cl)Cl)CCC(=O)OC (methyl 3-{7-amino-2-[(2,4-dichlorophenyl)(hydroxy)methyl]-1H-benzimidazol-1-yl}propanoate), C(C)(=O)O (acetic acid), C(C)=O (acetaldehyde). Solvent: CO (methanol). Reaction conditions: time 30 minute. Yields the product ClC1=C(C=CC(=C1)Cl)C(C1=NC2=C(N1CCC(=O)OC)C(=CC=C2)N(CC)CC)O (Methyl 3-{2-[(2,4-dichlorophenyl)(hydroxy)methyl]-7-(diethylamino)-1H-benzimidazol-1-yl}propanoate). As a reaction SMILES: [NH2:1][C:2]1[C:7]2[N:8]([CH2:21][CH2:22][C:23]([O:25][CH3:26])=[O:24])[C:9]([CH:11]([C:13]3[CH:18]=[CH:17][C:16]([Cl:19])=[CH:15][C:14]=3[Cl:20])[OH:12])=[N:10][C:6]=2[CH:5]=[CH:4][CH:3]=1.[C:27](O)(=O)[CH3:28].[CH:31](=O)[CH3:32].C(O[BH3-])(=O)C.[Na+]>CO>[Cl:20][C:14]1[CH:15]=[C:16]([Cl:19])[CH:17]=[CH:18][C:13]=1[CH:11]([OH:12])[C:9]1[N:8]([CH2:21][CH2:22][C:23]([O:25][CH3:26])=[O:24])[C:7]2[C:2]([N:1]([CH2:27][CH3:28])[CH2:31][CH3:32])=[CH:3][CH:4]=[CH:5][C:6]=2[N:10]=1 |f:3.4|. Reported procedure: To a suspension of methyl 3-{7-amino-2-[(2,4-dichlorophenyl)(hydroxy)methyl]-1H-benzimidazol-1-yl}propanoate (6.00 g, 14.7 mmol) and acetic acid (7.4 mL) in methanol (147 mL) was added acetaldehyde (4.95 mL, 88.2 mmol) at 0° C. After 30 min, sodium acetoxyborohydride (18.7 g, 88.2 mmol) was added. After 2 h, the reaction mixture was quenched with water, concentrated in vacuo, diluted with ethyl acetate, washed with aqueous sodium hydroxide (1 M) and brine, dried over sodium sulfate, filtered and... The reactants are BrC1=NC(=C2C=CC(N(C2=C1)C1=C(C=CC=C1Cl)Cl)=O)C1=C(C=CC=C1)Cl (7-bromo-5-(2-chlorophenyl)-1-(2,6-dichlorophenyl)-1,6-naphthyridin-2(1H)-one), C[Sn](C=1CCN(CC1)C(=O)OC(C)(C)C)(C)C (tert-butyl 4-(trimethylstannyl)-3,6-dihydropyridine-1(2H)-carboxylate). The product is ClC1=C(C=CC=C1)C1=C2C=CC(N(C2=CC(=N1)C=1CCN(CC1)C(=O)OC(C)(C)C)C1=C(C=CC=C1Cl)Cl)=O (tert-Butyl 4-[5-(2-chlorophenyl)-1-(2,6-dichlorophenyl)-2-oxo-1,2-dihydro-1,6-naphthyridin-7-yl]-3,6-dihydropyridine-1(2H)-carboxylate). RXN SMILES: Br[C:2]1[CH:11]=[C:10]2[C:5]([CH:6]=[CH:7][C:8](=[O:20])[N:9]2[C:12]2[C:17]([Cl:18])=[CH:16][CH:15]=[CH:14][C:13]=2[Cl:19])=[C:4]([C:21]2[CH:26]=[CH:25][CH:24]=[CH:23][C:22]=2[Cl:27])[N:3]=1.C[Sn](C)(C)[C:30]1[CH2:31][CH2:32][N:33]([C:36]([O:38][C:39]([CH3:42])([CH3:41])[CH3:40])=[O:37])[CH2:34][CH:35]=1>>[Cl:27][C:22]1[CH:23]=[CH:24][CH:25]=[CH:26][C:21]=1[C:4]1[N:3]=[C:2]([C:30]2[CH2:35][CH2:34][N:33]([C:36]([O:38][C:39]([CH3:42])([CH3:41])[CH3:40])=[O:37])[CH2:32][CH:31]=2)[CH:11]=[C:10]2[C:5]=1[CH:6]=[CH:7][C:8](=[O:20])[N:9]2[C:12]1[C:17]([Cl:18])=[CH:16][CH:15]=[CH:14][C:13]=1[Cl:19]. Procedure details: The title compound was prepared from 7-bromo-5-(2-chlorophenyl)-1-(2,6-dichlorophenyl)-1,6-naphthyridin-2(1H)-one (COMPOUND HHH2) and tert-butyl 4-(trimethylstannyl)-3,6-dihydropyridine-1(2H)-carboxylate (INTERMEDIATE 69)by a procedure analogous to that described in EXAMPLE HHH1, Step A. Mass spectrum (ESI) 582 (M+1). The reactants are C(C1=CC=CC=C1)N1CC=C(CC1)C1=C(C=C(C=C1F)N1C(O[C@H](C1)CO)=O)F (3-(4-(1-Benzyl-1,2,5,6-tetrahydropyrid-4-yl)-3,5-difluorophenyl)-5(R)-hydroxymethyloxazolidin-2-one), C(C)(=O)OC(C)=O (Acetic anhydride), C([O-])(O)=O.[Na+] (sodium bicarbonate), C(=O)=O (carbon dioxide). The solvent is C(C)N(CC)CC (triethylamine), ClCCl (dichloromethane). Reaction conditions: time 1 hour. Product: C(C1=CC=CC=C1)N1CC=C(CC1)C1=C(C=C(C=C1F)N1C(O[C@H](C1C)OC(C)=O)=O)F (3-(4-(1-Benzyl-1,2,5,6-tetrahydropyrid-4-yl)-3,5-difluorophenyl)-5(R)-acetoxy-methyloxazolidin-2-one). As a reaction SMILES: [CH2:1]([N:8]1[CH2:13][CH2:12][C:11]([C:14]2[C:19]([F:20])=[CH:18][C:17]([N:21]3[CH2:25][C@H:24](CO)[O:23][C:22]3=[O:28])=[CH:16][C:15]=2[F:29])=[CH:10][CH2:9]1)[C:2]1[CH:7]=[CH:6][CH:5]=[CH:4][CH:3]=1.[C:30]([O:33]C(=O)C)(=[O:32])[CH3:31].[C:37](=O)(O)[O-].[Na+].C(=O)=O>ClCCl.CN(C)C1C=CN=CC=1.C(N(CC)CC)C>[CH2:1]([N:8]1[CH2:13][CH2:12][C:11]([C:14]2[C:15]([F:29])=[CH:16][C:17]([N:21]3[CH:25]([CH3:37])[C@H:24]([O:33][C:30](=[O:32])[CH3:31])[O:23][C:22]3=[O:28])=[CH:18][C:19]=2[F:20])=[CH:10][CH2:9]1)[C:2]1[CH:7]=[CH:6][CH:5]=[CH:4][CH:3]=1 |f:2.3|. Procedure details: 3-(4-(1-Benzyl-1,2,5,6-tetrahydropyrid-4-yl)-3,5-difluorophenyl)-5(R)-hydroxymethyloxazolidin-2-one (20 g, 50 mM, see WO 97-30995) was suspended by stirring in dry dichloromethane (400 ml) under nitrogen at 0°, and treated with triethylamine (5.5 g, 54.4 mM) and 4-dimethylaminopyridine (0.3 g, 2.7 mM). Acetic anhydride (5.3 g, 52 mM) was added dropwise to give a solution, which was stirred for 1 hour, allowing the temperature to rise to ambient. The mixture was shaken with 5% aqueous sodium bica... Reagents/catalysts: CN(C1=CC=NC=C1)C (4-dimethylaminopyridine). Yield: 38.7%. Reaction SMILES: [C:1]([C@@H:3]([NH:6][C:7]([C@@H:9]1[CH2:14][CH2:13][CH2:12][CH2:11][C@@H:10]1[NH:15][C:16]([C:18]1[N:19]([CH3:27])[C:20]2[C:25]([CH:26]=1)=[CH:24][CH:23]=[CH:22][CH:21]=2)=[O:17])=[O:8])[CH2:4][OH:5])#[N:2].F[B-](F)(F)F.[CH3:33][O+](C)C.CN(C1C2C(N(C)C)=CC=CC=2C=CC=1)C>ClCCl>[C:1]([C@@H:3]([NH:6][C:7]([C@@H:9]1[CH2:14][CH2:13][CH2:12][CH2:11][C@@H:10]1[NH:15][C:16]([C:18]1[N:19]([CH3:27])[C:20]2[C:25]([CH:26]=1)=[CH:24][CH:23]=[CH:22][CH:21]=2)=[O:17])=[O:8])[CH2:4][O:5][CH3:33])#[N:2] |f:1.2|. Starting materials: F[B-](F)(F)F.C[O+](C)C (Trimethyloxonium tetrafluoroborate), C(#N)[C@H](CO)NC(=O)[C@H]1[C@H](CCCC1)NC(=O)C=1N(C2=CC=CC=C2C1)C (N-[(1S,2R)-2-({[(1R)-1-Cyano-2-hydroxyethyl]amino}carbonyl)cyclohexyl]-1-methyl-1H-indole-2-carboxamide), CN(C)C1=CC=CC2=C1C(=CC=C2)N(C)C (proton sponge). Reaction conditions: temperature 0 celsius, time 15 minute. Solvent: ClCCl (dichloromethane). Procedure: N-[(1S,2R)-2-({[(1R)-1-Cyano-2-hydroxyethyl]amino}carbonyl)cyclohexyl]-1-methyl-1H-indole-2-carboxamide from Example 4 (0.20 g, 0.54 mmol) was dissolved in dichloromethane (8 mL), cooled to 0° C. under nitrogen in the dark, and stirred for 15 minutes. Trimethyloxonium tetrafluoroborate (0.10 g, 0.68 mmol) was added (Sowinski, J. A.; Toogood, P. L. J. Org. Chem. 1996, 61, 7671). After 20 minutes, proton sponge (0.14 g, 0.65 mmol) was added, and the reaction was allowed to warm to room temperature... Yields the product C(#N)[C@H](COC)NC(=O)[C@H]1[C@H](CCCC1)NC(=O)C=1N(C2=CC=CC=C2C1)C (1-methyl-1H-indole-2-carboxylic acid {(1S,2R)-2-[((R)-cyano-methoxymethyl-methyl)-carbamoyl]-cyclohexyl}-amide).